Dataset: the Open Reaction Database (ORD), a public repository of structured organic reaction records. Task: describe an organic reaction: reactants, conditions, products, and yield Reactants: FC1=CC=C(C=C1)C(CCCN1C(=NC=C1)C)=O (1-(4-fluorophenyl)-4-(2-methyl-1-(1H)-imidazolyl)-1-butanone), Cl.Cl.NCCON (O-(2-aminoethyl)hydroxylamine dihydrochloride), N1=CC=CC=C1 (pyridine). Solvent: C(C)O (ethanol). Reaction conditions: time 3 hour. The product is Cl.Cl.NCCON=C(CCCN1C(=NC=C1)C)C1=CC=C(C=C1)F (1-(4-Fluorophenyl)-4-(2-methyl-1-(1H)-imidazolyl)-1-butanone O-(2-aminoethyl)oxime dihydrochloride). Yield: 116.0%. Reaction SMILES: [F:1][C:2]1[CH:7]=[CH:6][C:5]([C:8](=O)[CH2:9][CH2:10][CH2:11][N:12]2[CH:16]=[CH:15][N:14]=[C:13]2[CH3:17])=[CH:4][CH:3]=1.[ClH:19].Cl.[NH2:21][CH2:22][CH2:23][O:24][NH2:25].N1C=CC=CC=1>C(O)C>[ClH:19].[ClH:19].[NH2:21][CH2:22][CH2:23][O:24][N:25]=[C:8]([C:5]1[CH:6]=[CH:7][C:2]([F:1])=[CH:3][CH:4]=1)[CH2:9][CH2:10][CH2:11][N:12]1[CH:16]=[CH:15][N:14]=[C:13]1[CH3:17] |f:1.2.3,6.7.8|. Procedure: A mixture of 1-(4-fluorophenyl)-4-(2-methyl-1-(1H)-imidazolyl)-1-butanone (3.00 g), O-(2-aminoethyl)hydroxylamine dihydrochloride (2.18 g), 3 equivalents of pyridine, and absolute ethanol (75 ml) was heated under reflux, under nitrogen, with stirring, for three hrs. The reaction mixture was evaporated, toluene was added and evaporated. The residue was partitioned between 10% sodium hydroxide solution and ethyl acetate. The layers were separated and the aqueous phase extracted with ethyl acetate.... Reactants: [Na] (sodium), SC1=CN=NN1 (5-mercapto-1H-1,2,3-triazole), [OH-].[Na+] (sodium hydroxide), N[C@H]1[C@@H]2N(C(=C(CS2)COC(C2=C(C=CC=C2)C(NC(=O)OCC)=O)=O)C(=O)O)C1=O (7β-amino-3-[2-(N-carboethoxycarbamoyl)benzoyloxy]methyl-3-cephem-4-carboxylic acid), resultant mixture, Cl (hydrochloric acid), Cl (hydrochloric acid). Run in O (water), CO (methanol). Yields the product N[C@H]1[C@@H]2N(C(=C(CS2)CSC2=CN=NN2)C(=O)O)C1=O (7β-amino-3-(1H-1,2,3-triazol-5-yl)thiomethyl-3-cephem-4-carboxylic acid). Isolated yield 61.5%. RXN SMILES: [Na].[SH:2][C:3]1[NH:7][N:6]=[N:5][CH:4]=1.[OH-].[Na+].[NH2:10][C@@H:11]1[C:39](=[O:40])[N:13]2[C:14]([C:36]([OH:38])=[O:37])=[C:15]([CH2:18]OC(=O)C3C=CC=CC=3C(=O)NC(OCC)=O)[CH2:16][S:17][C@H:12]12.Cl>O.CO>[NH2:10][C@@H:11]1[C:39](=[O:40])[N:13]2[C:14]([C:36]([OH:38])=[O:37])=[C:15]([CH2:18][S:2][C:3]3[NH:7][N:6]=[N:5][CH:4]=3)[CH2:16][S:17][C@H:12]12 |f:2.3,^1:0|. Procedure details: in water (2 ml) containing sodium salt of 5-mercapto-1H-1,2,3-triazole (120 mg) and sodium hydroxide (40 mg) is dissolved under ice cooling 7β-amino-3-[2-(N-carboethoxycarbamoyl)benzoyloxy]methyl-3-cephem-4-carboxylic acid (450 mg) and to the mixture is added diluted hydrochloric acid to adjust its pH to 5.5 under stirring, followed by further stirring for one hour at 60° C. To the solution, is added methanol (5 ml) and the mixture is allowed to cool to the room temperature. The cooled mixture i... Reactants: C(C1=CC=CC=C1)ONC(=O)C1(CCOCC1)NS(=O)(=O)C1=CC=C(C=C1)OC1=CC=C(C=C1)F (4-[4-(4-fluorophenoxy)benzenesulfonylamino]tetrahydropyran-4-carboxylic acid N-benzyloxyamide). The reagents and catalysts are [Pd] (palladium on barium sulfate). The solvent is C(C)(=O)OCC (ethyl acetate). Yields the product ONC(=O)C1(CCOCC1)NS(=O)(=O)C1=CC=C(C=C1)OC1=CC=C(C=C1)F (4-[4-(4-fluorophenoxy)benzenesulfonylamino]-tetrahydropyran-4-carboxylic acid hydroxyamide). Isolated yield 7.1%. Reaction SMILES: C([O:8][NH:9][C:10]([C:12]1([NH:18][S:19]([C:22]2[CH:27]=[CH:26][C:25]([O:28][C:29]3[CH:34]=[CH:33][C:32]([F:35])=[CH:31][CH:30]=3)=[CH:24][CH:23]=2)(=[O:21])=[O:20])[CH2:17][CH2:16][O:15][CH2:14][CH2:13]1)=[O:11])C1C=CC=CC=1>C(OCC)(=O)C.[Pd]>[OH:8][NH:9][C:10]([C:12]1([NH:18][S:19]([C:22]2[CH:27]=[CH:26][C:25]([O:28][C:29]3[CH:30]=[CH:31][C:32]([F:35])=[CH:33][CH:34]=3)=[CH:24][CH:23]=2)(=[O:20])=[O:21])[CH2:17][CH2:16][O:15][CH2:14][CH2:13]1)=[O:11]. Procedure: A solution of 4-[4-(4-fluorophenoxy)benzenesulfonylamino]tetrahydropyran-4-carboxylic acid N-benzyloxyamide(11.28 grams, 0.0225 mole) in ethyl acetate (600 mL) was treated with 5% palladium on barium sulfate (5.0 grams) and hydrogenated in a Parr™ shaker at 3 atmospheres pressure for 18 hours. After filtration through nylon (pore size 0.45 mm) to remove the catalyst, the filter pad was rinsed with methanol. Combined filtrate and rinse were evaporated and the residue taken up in hot methanol. Coo... The reactants are N (ammonia), CN1C(N=C(C2=C1SC=C2C)C2=C(C=CC=C2)Cl)=O (1-methyl-4-(o-chlorophenyl)-5-methyl-1,2-dihydrothieno[2,3-d]pyrimidin-2-one), S(=O)(=O)(Cl)Cl (sulfuryl chloride). Run in C(Cl)(Cl)Cl (chloroform), C(Cl)(Cl)Cl (chloroform). Reaction conditions: time 2 hour. The product is CN1C(N=C(C2=C1SC(=C2C)Cl)C2=C(C=CC=C2)Cl)=O (1-methyl-4-(o-chlorophenyl)-5-methyl-6-chloro-1,2-dihydrothieno[2,3-d]pyrimidin-2-one). Reaction SMILES: [CH3:1][N:2]1[C:7]2[S:8][CH:9]=[C:10]([CH3:11])[C:6]=2[C:5]([C:12]2[CH:17]=[CH:16][CH:15]=[CH:14][C:13]=2[Cl:18])=[N:4][C:3]1=[O:19].S(Cl)([Cl:23])(=O)=O.N>C(Cl)(Cl)Cl>[CH3:1][N:2]1[C:7]2[S:8][C:9]([Cl:23])=[C:10]([CH3:11])[C:6]=2[C:5]([C:12]2[CH:17]=[CH:16][CH:15]=[CH:14][C:13]=2[Cl:18])=[N:4][C:3]1=[O:19]. Procedure details: To a solution of 1.5 g of 1-methyl-4-(o-chlorophenyl)-5-methyl-1,2-dihydrothieno[2,3-d]pyrimidin-2-one in 30 ml of chloroform is added dropwise 1.62 g of sulfuryl chloride in 6 ml of chloroform. After stirring the reaction mixture for 2 hours at room temperature, the reaction mixture is neutralized with aqueous ammonia, then extracted with chloroform. The chloroform extracts are washed with water, dried, evaporated under reduced pressure to a residue to give crystals of 1-methyl-4-(o-chloropheny...